Dataset: the Open Reaction Database (ORD), a public repository of structured organic reaction records. Task: describe an organic reaction: reactants, conditions, products, and yield Starting materials: C(C)N(C(=S)SCC1(C(=O)O)CC=CC=C1)CC (1-((Diethylcarbamothioylthio)methyl)benzoic acid), S(=O)(Cl)Cl (thionyl chloride). Run in ClCCl (dichloromethane). The product is C(C)N(C(=S)SCC1(C(=O)Cl)CC=CC=C1)CC (1-((diethylcarbamothioylthio)methyl)benzoic Acid Chloride). Isolated yield 100.0%. Reaction SMILES: [CH2:1]([N:3]([CH2:17][CH3:18])[C:4]([S:6][CH2:7][C:8]1([CH:16]=[CH:15][CH:14]=[CH:13][CH2:12]1)[C:9](O)=[O:10])=[S:5])[CH3:2].S(Cl)([Cl:21])=O>ClCCl>[CH2:1]([N:3]([CH2:17][CH3:18])[C:4]([S:6][CH2:7][C:8]1([CH:16]=[CH:15][CH:14]=[CH:13][CH2:12]1)[C:9]([Cl:21])=[O:10])=[S:5])[CH3:2]. Procedure: 1-((Diethylcarbamothioylthio)methyl)benzoic acid (0.1 g) was refluxed in a solution of thionyl chloride (1 mL, in excess) and dichloromethane (10 mL) for 2 h. The reaction was then evaporated to dryness and the product obtained as a pale yellow liquid (yield 100%). The product was diluted with dichloromethane to a volume of 1.00 mL (standard solution of 0.353 M) for subsequent reaction with OH terminated Star-PEG MW 116,000 (see below). Conversion of the carboxylic acid to the acid chloride was ... The reactants are O=C([O-])[O-], CC#N, ClCCBr, [K+], [K+], COC(=O)c1ccc(C)c(-n2ccnc(NC3(c4ccccc4O)CC3)c2=O)c1. The product is COC(=O)c1ccc(C)c(-n2ccnc(NC3(c4ccccc4OCCCl)CC3)c2=O)c1. RXN SMILES: [C:30](=[O:31])([O-:32])[O-:33].[CH3:40][C:41]#[N:42].[Cl:36][CH2:37][CH2:38][Br:39].[K+:34].[K+:35].[OH:1][c:2]1[c:3]([C:8]2([NH:11][c:12]3[c:13](=[O:29])[n:14](-[c:18]4[cH:19][c:20]([C:21](=[O:22])[O:23][CH3:24])[cH:25][cH:26][c:27]4[CH3:28])[cH:15][cH:16][n:17]3)[CH2:9][CH2:10]2)[cH:4][cH:5][cH:6][cH:7]1>>[O:1]([c:2]1[c:3]([C:8]2([NH:11][c:12]3[c:13](=[O:29])[n:14](-[c:18]4[cH:19][c:20]([C:21](=[O:22])[O:23][CH3:24])[cH:25][cH:26][c:27]4[CH3:28])[cH:15][cH:16][n:17]3)[CH2:9][CH2:10]2)[cH:4][cH:5][cH:6][cH:7]1)[CH2:38][CH2:37][Cl:36]. The reactants are C1(=CC=C(C=C1)NS(=O)(=O)C=1C=C(C=CC1)C=CC(=O)O)C (3-(3-p-Tolylsulfamoyl-phenyl)-acrylic acid), ClCCl (dichloromethane). The reagents and catalysts are CN(C=O)C (dimethylformamide). Reaction conditions: temperature 40 celsius, time 1 hour. The product is C1(=CC=C(C=C1)NS(=O)(=O)C=1C=C(C=CC1)C=CC(=O)Cl)C (3-(3-p-Tolylsulfamoyl-phenyl)-acryloyl chloride). The yield is 99.7%. Reaction SMILES: [C:1]1([CH3:22])[CH:6]=[CH:5][C:4]([NH:7][S:8]([C:11]2[CH:12]=[C:13]([CH:17]=[CH:18][C:19](O)=[O:20])[CH:14]=[CH:15][CH:16]=2)(=[O:10])=[O:9])=[CH:3][CH:2]=1.[Cl:23]CCl>CN(C)C=O>[C:1]1([CH3:22])[CH:6]=[CH:5][C:4]([NH:7][S:8]([C:11]2[CH:12]=[C:13]([CH:17]=[CH:18][C:19]([Cl:23])=[O:20])[CH:14]=[CH:15][CH:16]=2)(=[O:10])=[O:9])=[CH:3][CH:2]=1. Procedure details: To a suspension of 3-(3-p-tolylsulfamoyl-phenyl)-acrylic acid (5d) (0.75 g, 2.36 mmol) in dichloromethane (10.0 ml) oxalyl chloride (0.62 ml, 7.08 mmol) and one drop of dimethylformamide were added. The reaction mixture was stirred at 40° C. for one hour and concentrated under reduced pressure to give crude title compound (0.79 g). Starting materials: C([O-])(O)=O.[Na+] (Sodium bicarbonate), Cl.BrC=1C(=C(N)C=CC1)OC (3-bromo-2-methoxyaniline hydrochloride), C(C)OC(CC(=O)C)=O (ethylacetoacetate), N(=O)[O-].[Na+] (sodium nitrite). The solvent is CO (methanol), Cl (hydrochloric acid). Yields the product BrC=1C(=C(C=CC1)NN=C(C(=O)OCC)C(C)=O)OC (Ethyl 2-[(3-bromo-2-methoxyphenyl)hydrazono]-3-oxobutanoate). RXN SMILES: Cl.[Br:2][C:3]1[C:4]([O:10][CH3:11])=[C:5]([CH:7]=[CH:8][CH:9]=1)[NH2:6].[N:12]([O-])=O.[Na+].[CH2:16]([O:18][C:19](=[O:24])[CH2:20][C:21]([CH3:23])=[O:22])[CH3:17].C(=O)(O)[O-].[Na+]>Cl.CO>[Br:2][C:3]1[C:4]([O:10][CH3:11])=[C:5]([NH:6][N:12]=[C:20]([C:21](=[O:22])[CH3:23])[C:19]([O:18][CH2:16][CH3:17])=[O:24])[CH:7]=[CH:8][CH:9]=1 |f:0.1,2.3,5.6|. Reported procedure: To a solution of 3-bromo-2-methoxyaniline hydrochloride (10 g) prepared as in Example 15, in hydrochloric acid (13.5 mL of concentrated hydrochloric acid in 136.5 mL of water) was added a solution of sodium nitrite (3.47 g in 10 mL of water) at about −5° C. to about 5° C. under stirring. The reaction mixture was stirred for about 1 hour at about −5° C. to about 5° C. Then ethylacetoacetate (6.55 g) was added to the reaction mixture and stirred for about 3 hours at about −5° C. to about 5° C. Sod... Starting materials: C (carbon black), 120, S(=O)(C1=CC=C(C=C1)N)(=O)[O-].[Na+] (sodium sulfanilate), N(=O)[O-].[Na+] (sodium nitrite), C (carbon black), C1=C(NC(=C1Br)Br)C(=O)O (DBPA), [N+](=O)(O)[O-] (nitric acid). Solvent: O (water), O (water), O (water), O (water). Conditions: time 1 minute. Product: [OH-].S(=O)(=O)(O)C1=CC=C(C=C1)[N+]#N (4-sulfobenzenediazonium hydroxide). RXN SMILES: C.C1C(Br)=C(Br)[NH:4]C=1C(O)=[O:10].[S:12]([O-:22])(=[O:21])([C:14]1[CH:19]=[CH:18][C:17]([NH2:20])=[CH:16][CH:15]=1)=[O:13].[Na+].[N+]([O-])(O)=O.N([O-])=O.[Na+]>O>[OH-:10].[S:12]([C:14]1[CH:15]=[CH:16][C:17]([N+:20]#[N:4])=[CH:18][CH:19]=1)([OH:22])(=[O:21])=[O:13] |f:2.3,5.6,8.9|. Reported procedure: This example illustrates another method for preparing a carbon black product of the present invention. A pin pelletizer was charged with 200 g of a carbon black with a CTAB surface area of 350 m2/g and a DBPA of 120. A solution of 44.2 g of sodium sulfanilate in 95 g of water at 70° C. was added and the pelletizer was run for one minute. Twenty grams of water was added followed by 39.6 g of concentrated nitric acid. The pelletizer was run for an additional minute. Twenty grams of water was added... The reactants are [Br-], CC(C)(C)OC(=O)NCc1ccc(Br)nc1, C1CCOC1, CCOC(C)=O, [Zn+]CC1CCCCC1. Yields the product CC(C)(C)OC(=O)NCc1ccc(CC2CCCCC2)nc1. Reaction SMILES: [Br-:17].[Br:1][c:2]1[n:3][cH:4][c:5]([CH2:8][NH:9][C:10](=[O:11])[O:12][C:13]([CH3:14])([CH3:15])[CH3:16])[cH:6][cH:7]1.[CH2:26]1[O:27][CH2:28][CH2:29][CH2:30]1.[CH3:31][CH2:32][O:33][C:34]([CH3:35])=[O:36].[CH:18]1([CH2:24][Zn+:25])[CH2:19][CH2:20][CH2:21][CH2:22][CH2:23]1>>[c:2]1([CH2:24][CH:18]2[CH2:19][CH2:20][CH2:21][CH2:22][CH2:23]2)[n:3][cH:4][c:5]([CH2:8][NH:9][C:10](=[O:11])[O:12][C:13]([CH3:14])([CH3:15])[CH3:16])[cH:6][cH:7]1.